The task is: describe an organic reaction: reactants, conditions, products, and yield. This data is from the Open Reaction Database (ORD), a public repository of structured organic reaction records. Reactants: C1(CCCCC1)C=1C=C(C=CC1)OC (m-cyclohexylanisole), C1(CCC(=O)O1)=O (succinic acid anhydride), [N+](=O)([O-])C1=CC=CC=C1 (nitrobenzene), [Al+3].[Cl-].[Cl-].[Cl-] (AlCl3), Cl (hydrochloric acid). Solvent: ClCC(Cl)(Cl)Cl (tetrachloroethane). Conditions: time 72 hour. Product: O=C(CCC(=O)O)C1=C(C=C(C=C1)C1CCCCC1)OC (4-Oxo-4-(4-cyclohexyl-2-methoxyphenyl)-butyric acid). As a reaction SMILES: [Al+3].[Cl-].[Cl-].[Cl-].[CH:5]1([C:11]2[CH:12]=[C:13]([O:17][CH3:18])[CH:14]=[CH:15][CH:16]=2)[CH2:10][CH2:9][CH2:8][CH2:7][CH2:6]1.[C:19]1(=[O:25])[O:24][C:22](=[O:23])[CH2:21][CH2:20]1.[N+](C1C=CC=CC=1)([O-])=O.Cl>ClCC(Cl)(Cl)Cl>[O:25]=[C:19]([C:14]1[CH:15]=[CH:16][C:11]([CH:5]2[CH2:6][CH2:7][CH2:8][CH2:9][CH2:10]2)=[CH:12][C:13]=1[O:17][CH3:18])[CH2:20][CH2:21][C:22]([OH:24])=[O:23] |f:0.1.2.3|. Procedure: 70 g of AlCl3 are added with stirring at -5° to 47.5 g of m-cyclohexylanisole, 26.5 g of succinic acid anhydride, 250 ml of tetrachloroethane and 62.5 ml of nitrobenzene, at such a rate that the temperature does not exceed -5°. The mixture is then stirred for 72 hours at 22°. 2N hydrochloric acid is then slowly added in the cold to the reaction solution until there is no further reaction, and the solution is then extracted twice with methylene chloride. The organic phases are extracted with 2N N...